Dataset: the Open Reaction Database (ORD), a public repository of structured organic reaction records. Task: describe an organic reaction: reactants, conditions, products, and yield Conditions: temperature 60 celsius. Procedure details: 4-Nitro-2-pyrrol-1-yl-phenol (13.39 g, 0.066 mol), K2CO3 (10.9 g, 0.08 mol), Acetone (400 mL, 5 mol), and Ethyl bromoacetate (8.00 mL, 0.07 mol) were stirred at rt for 5 hours. The reaction mixture was filtered and concentrated to a yellow oil which solidified. The resulting residue was heated to 60° C. under high vacuum rotavap to remove residual ethyl bromo acetate. Recovered 15.36 g (81%) yellow solid. Starting materials: [N+](=O)([O-])C1=CC(=C(C=C1)O)N1C=CC=C1 (4-Nitro-2-pyrrol-1-yl-phenol), C(=O)([O-])[O-].[K+].[K+] (K2CO3), CC(=O)C (Acetone), BrCC(=O)OCC (Ethyl bromoacetate). Yields the product C(C)OC(COC1=C(C=C(C=C1)[N+](=O)[O-])N1C=CC=C1)=O ((4-Nitro-2-pyrrol-1-yl-phenoxy)-acetic acid ethyl ester). Reaction SMILES: [N+:1]([C:4]1[CH:9]=[CH:8][C:7]([OH:10])=[C:6]([N:11]2[CH:15]=[CH:14][CH:13]=[CH:12]2)[CH:5]=1)([O-:3])=[O:2].C([O-])([O-])=O.[K+].[K+].CC(C)=O.Br[CH2:27][C:28]([O:30][CH2:31][CH3:32])=[O:29]>>[CH2:31]([O:30][C:28](=[O:29])[CH2:27][O:10][C:7]1[CH:8]=[CH:9][C:4]([N+:1]([O-:3])=[O:2])=[CH:5][C:6]=1[N:11]1[CH:15]=[CH:14][CH:13]=[CH:12]1)[CH3:32] |f:1.2.3|. Reactants: O=C1CCc2cc(Br)cnc2N1, CCC#N, CCN(C(C)C)C(C)C, CC(=O)[O-], CC(=O)[O-], [Pd+2], Cc1ccccc1P(c1ccccc1C)c1ccccc1C, C=CC(=O)N(C)Cc1c[nH]c2ccccc12. The product is CN(Cc1c[nH]c2ccccc12)C(=O)C=Cc1cnc2c(c1)CCC(=O)N2. As a reaction SMILES: [Br:1][c:2]1[cH:3][c:4]2[c:9]([n:10][cH:11]1)[NH:8][C:7](=[O:12])[CH2:6][CH2:5]2.[C:60](#[N:61])[CH2:62][CH3:63].[CH:51]([N:52]([CH:53]([CH3:54])[CH3:55])[CH2:56][CH3:57])([CH3:58])[CH3:59].[O-:65][C:66]([CH3:67])=[O:68].[O-:69][C:70]([CH3:71])=[O:72].[Pd+2:64].[c:29]1([CH3:30])[cH:31][cH:32][cH:33][cH:34][c:35]1[P:36]([c:37]1[cH:38][cH:39][cH:40][cH:41][c:42]1[CH3:43])[c:44]1[cH:45][cH:46][cH:47][cH:48][c:49]1[CH3:50].[nH:13]1[cH:14][c:15]([CH2:22][N:23]([C:24]([CH:25]=[CH2:26])=[O:27])[CH3:28])[c:16]2[cH:17][cH:18][cH:19][cH:20][c:21]12>>[c:2]1([CH:26]=[CH:25][C:24]([N:23]([CH2:22][c:15]2[cH:14][nH:13][c:21]3[c:16]2[cH:17][cH:18][cH:19][cH:20]3)[CH3:28])=[O:27])[cH:3][c:4]2[c:9]([n:10][cH:11]1)[NH:8][C:7](=[O:12])[CH2:6][CH2:5]2. Starting materials: ClC1=C2C(=NC(=C1N1C[C@H](O[C@H](C1)C)C)CO)C(=NO2)C(=O)NC (7-chloro-6-((2R,6S)-2,6-dimethylmorpholino)-5-(hydroxymethyl)-N-methylisoxazolo[4,5-b]pyridine-3-carboxamide), ClC1=C2C(=NC(=C1N1C[C@H](O[C@H](C1)C)C)CO)C(=NO2)C(=O)NC (7-chloro-6-((2R,6S)-2,6-dimethylmorpholino)-5-(hydroxymethyl)-N-methylisoxazolo[4,5-b]pyridine-3-carboxamide). Solvent: C(Cl)Cl (CH2Cl2). Yields the product ClC1=C2C(=NC(=C1N1C[C@H](O[C@H](C1)C)C)C=O)C(=NO2)C(=O)NC (7-chloro-6-((2R,6S)-2,6-dimethylmorpholino)-5-formyl-N-methylisoxazolo[4,5-b]pyridine-3-carboxamide). Reaction SMILES: [Cl:1][C:2]1[C:7]([N:8]2[CH2:13][C@H:12]([CH3:14])[O:11][C@H:10]([CH3:15])[CH2:9]2)=[C:6]([CH2:16][OH:17])[N:5]=[C:4]2[C:18]([C:21]([NH:23][CH3:24])=[O:22])=[N:19][O:20][C:3]=12>C(Cl)Cl>[Cl:1][C:2]1[C:7]([N:8]2[CH2:13][C@H:12]([CH3:14])[O:11][C@H:10]([CH3:15])[CH2:9]2)=[C:6]([CH:16]=[O:17])[N:5]=[C:4]2[C:18]([C:21]([NH:23][CH3:24])=[O:22])=[N:19][O:20][C:3]=12. Procedure: Starting material: 7-chloro-6-((2R,6S)-2,6-dimethylmorpholino)-5-(hydroxymethyl)-N-methylisoxazolo[4,5-b]pyridine-3-carboxamide (Intermediate 293) in 20 ml CH2Cl2. The reactants are COCCN1CCc2ccc(N)cc2CC1, CC(C)O, CS(=O)(=O)NC1CCCC1Nc1nc(Cl)ncc1Cl, CC1(C)C2CCC1(CS(=O)(=O)O)C(=O)C2. Product: COCCN1CCc2ccc(Nc3ncc(Cl)c(NC4CCCC4NS(C)(=O)=O)n3)cc2CC1. As a reaction SMILES: [CH3:20][O:21][CH2:22][CH2:23][N:24]1[CH2:25][CH2:26][c:27]2[c:28]([cH:31][c:32]([NH2:35])[cH:33][cH:34]2)[CH2:29][CH2:30]1.[CH:51]([OH:52])([CH3:53])[CH3:54].[Cl:1][c:2]1[n:3][cH:4][c:5]([Cl:19])[c:6]([NH:8][CH:9]2[CH:10]([NH:14][S:15](=[O:16])(=[O:17])[CH3:18])[CH2:11][CH2:12][CH2:13]2)[n:7]1.[O:36]=[S:37](=[O:38])([OH:39])[CH2:40][C:41]12[CH2:42][CH2:43][CH:44]([C:45]1([CH3:46])[CH3:47])[CH2:48][C:49]2=[O:50]>>[c:2]1([NH:35][c:32]2[cH:31][c:28]3[c:27]([cH:34][cH:33]2)[CH2:26][CH2:25][N:24]([CH2:23][CH2:22][O:21][CH3:20])[CH2:30][CH2:29]3)[n:3][cH:4][c:5]([Cl:19])[c:6]([NH:8][CH:9]2[CH:10]([NH:14][S:15](=[O:16])(=[O:17])[CH3:18])[CH2:11][CH2:12][CH2:13]2)[n:7]1. The reactants are CC(C)(C)OC(=O)N1CCn2cc(C(=O)O)nc2C1, CCN(C(C)C)C(C)C, ClCCl, On1nnc2ccccc21, c1cc(N2CCC3(CCNCC3)CC2)ccn1. Product: CC(C)(C)OC(=O)N1CCn2cc(C(=O)N3CCC4(CC3)CCN(c3ccncc3)CC4)nc2C1. As a reaction SMILES: [C:20]([CH3:21])([CH3:22])([CH3:23])[O:24][C:25](=[O:26])[N:27]1[CH2:28][c:29]2[n:30]([cH:33][c:34]([C:36](=[O:37])[OH:38])[n:35]2)[CH2:31][CH2:32]1.[CH:1]([N:2]([CH2:3][CH3:4])[CH:5]([CH3:6])[CH3:7])([CH3:8])[CH3:9].[Cl:56][CH2:57][Cl:58].[OH:10][n:11]1[c:12]2[c:13]([cH:14][cH:15][cH:16][cH:17]2)[n:18][n:19]1.[n:39]1[cH:40][cH:41][c:42]([N:45]2[CH2:46][CH2:47][C:48]3([CH2:49][CH2:50]2)[CH2:51][CH2:52][NH:53][CH2:54][CH2:55]3)[cH:43][cH:44]1>>[C:20]([CH3:21])([CH3:22])([CH3:23])[O:24][C:25](=[O:26])[N:27]1[CH2:28][c:29]2[n:30]([cH:33][c:34]([C:36](=[O:38])[N:53]3[CH2:52][CH2:51][C:48]4([CH2:47][CH2:46][N:45]([c:42]5[cH:41][cH:40][n:39][cH:44][cH:43]5)[CH2:50][CH2:49]4)[CH2:55][CH2:54]3)[n:35]2)[CH2:31][CH2:32]1.